Task: describe an organic reaction: reactants, conditions, products, and yield. Dataset: the Open Reaction Database (ORD), a public repository of structured organic reaction records Reactants: C(C)(C)(C)OC(=O)NOC(=O)OC(COCC)COCC (2-{[({[(tert-butoxy)carbonyl]amino}oxy)carbonyl]oxy}-1,3-diethoxypropane), CS(=O)(=O)C1=C(C=CC=C1)S(=O)(=O)Cl (2-methylsulfonyl benzene sulfonyl chloride). Product: C(C)(C)(C)OC(=O)N(S(=O)(=O)C1=C(C=CC=C1)S(=O)(=O)C)OC(=O)OC(COCC)COCC (1-({[(tert-butoxy)carbonyl]({[(1,3-diethoxypropan-2-yl)oxy]carbonyl}oxy)-amino}sulfonyl)-2-methanesulfonylbenzene). RXN SMILES: [C:1]([O:5][C:6]([NH:8][O:9][C:10]([O:12][CH:13]([CH2:18][O:19][CH2:20][CH3:21])[CH2:14][O:15][CH2:16][CH3:17])=[O:11])=[O:7])([CH3:4])([CH3:3])[CH3:2].[CH3:22][S:23]([C:26]1[CH:31]=[CH:30][CH:29]=[CH:28][C:27]=1[S:32](Cl)(=[O:34])=[O:33])(=[O:25])=[O:24]>>[C:1]([O:5][C:6]([N:8]([O:9][C:10]([O:12][CH:13]([CH2:14][O:15][CH2:16][CH3:17])[CH2:18][O:19][CH2:20][CH3:21])=[O:11])[S:32]([C:27]1[CH:28]=[CH:29][CH:30]=[CH:31][C:26]=1[S:23]([CH3:22])(=[O:25])=[O:24])(=[O:34])=[O:33])=[O:7])([CH3:3])([CH3:2])[CH3:4]. Reported procedure: 1-({[(tert-Butoxy)carbonyl]({[(1,3-diethoxypropan-2-yl)oxy]carbonyl}oxy)-amino}sulfonyl)-2-methanesulfonylbenzene (102) is prepared from 2-{[({[(tert-butoxy)carbonyl]amino}oxy)carbonyl]oxy}-1,3-diethoxypropane and 2-methylsulfonyl benzene sulfonyl chloride according to Scheme 11. (2.3 g, 47%), 1H NMR (500 MHz, CHLOROFORM-d) δ ppm 8.39 (2H, ddd, 12.2, 7.5, 1.5 Hz), 7.84 (2H, m), 5.06 (1H, quin, 5.1 Hz), 3.68 (4H, t, 4.9 Hz), 3.48-3.61 (4H, m), 1.43 (9H, s), 1.27 (3H, t, 7.2 Hz), 1.19 (3H, t, 6.9 ... Starting materials: BrCC(=O)OCC (ethyl bromoacetate), [H-].[Na+].C(C)OC(COC1=C(C(=CC(=C1)C=O)Cl)OCCCC)=O ((2-Butoxy-3-chloro-5-formylphenoxy)acetic acid ethyl ester Sodium hydride), C(CCC)OC1=C(C=C(C=O)C=C1O)Cl (4-butoxy-3-chloro-5-hydroxybenzaldehyde), resultant mixture. Solvent: CN(C)C=O (DMF). Run at time 1.5 hour. Product: ClC=1C=C(C=O)C=C(C1O)O (3-Chloro-4,5-dihydroxybenzaldehyde). Reaction SMILES: [H-].[Na+].C(OC(=O)C[O:8][C:9]1[CH:14]=[C:13]([CH:15]=[O:16])[CH:12]=[C:11]([Cl:17])[C:10]=1[O:18]CCCC)C.C(OC1C(O)=CC(C=O)=CC=1Cl)CCC.BrCC(OCC)=O>CN(C=O)C>[Cl:17][C:11]1[CH:12]=[C:13]([CH:14]=[C:9]([OH:8])[C:10]=1[OH:18])[CH:15]=[O:16] |f:0.1.2|. Procedure details: To a solution of 3-Chloro-4-hydroxy-5-methoxybenzaldehyde (1.0 g, 5.4 mmol) in dichloromethane (150 ml) stirred at −78° C. was added dropwise a solution of boron tribromide in dichloromethane (5.4 ml of 1M solution, 5.4 mmol). Upon completion of the addition, the resulting solution was stirred 18 h at room temperature. The reaction was quenched by addition of methanol then evaporated twice from methanol and the residue purified by reversed-phase preparative HPLC to afford the title compound (0.6... Starting materials: COC=1C=C2C(=CC(=NC2=CC1OC)NC)O (6,7-dimethoxy-2-methylamino-quinolin-4-ol), NC1=CC(=C(OC2=CC(=NC3=CC(=C(C=C23)OC)OC)N)C=C1)F (4-(4-Amino-2-fluoro-phenoxy)-6,7-dimethoxy-quinolin-2-ylamine). Yields the product NC1=CC(=C(OC2=CC(=NC3=CC(=C(C=C23)OC)OC)NC)C=C1)F ([4-(4-Amino-2-fluoro-phenoxy)-6,7-dimethoxy-quinolin-2-yl]-methyl-amine), oil. Isolated yield 58.0%. As a reaction SMILES: [CH3:1][O:2][C:3]1[CH:4]=[C:5]2[C:10](=[CH:11][C:12]=1[O:13][CH3:14])[N:9]=[C:8]([NH:15][CH3:16])[CH:7]=[C:6]2[OH:17].[NH2:18][C:19]1[CH:40]=[CH:39][C:22](OC2C3C(=CC(OC)=C(OC)C=3)N=C(N)C=2)=[C:21]([F:41])[CH:20]=1>>[NH2:18][C:19]1[CH:40]=[CH:39][C:22]([O:17][C:6]2[C:5]3[C:10](=[CH:11][C:12]([O:13][CH3:14])=[C:3]([O:2][CH3:1])[CH:4]=3)[N:9]=[C:8]([NH:15][CH3:16])[CH:7]=2)=[C:21]([F:41])[CH:20]=1. Reported procedure: [4-(4-Amino-2-fluoro-phenoxy)-6,7-dimethoxy-quinolin-2-yl]-methyl-amine was synthesized from 6,7-dimethoxy-2-methylamino-quinolin-4-ol in a similar manner as 4-(4-Amino-2-fluoro-phenoxy)-6,7-dimethoxy-quinolin-2-ylamine, and isolated as a yellow oil (58% yield). LCMS: m/z 330 (M+H)+. Run in CCO (EtOH). Conditions: temperature 100 celsius, time 30 minute. As a reaction SMILES: [CH3:1][C:2]1[C:3]([CH2:23][C:24]2[NH:28][C:27]3[CH:29]=[CH:30][C:31]([C:33]#[N:34])=[CH:32][C:26]=3[N:25]=2)=[C:4]2[C:8](=[C:9]([CH:11]=[CH2:12])[CH:10]=1)[N:7](S(C1C=CC(C)=CC=1)(=O)=O)[CH:6]=[CH:5]2.[OH-].[K+].C(N)CC(C)C>CCO>[CH3:1][C:2]1[C:3]([CH2:23][C:24]2[NH:28][C:27]3[CH:29]=[CH:30][C:31]([C:33]#[N:34])=[CH:32][C:26]=3[N:25]=2)=[C:4]2[C:8](=[C:9]([CH:11]=[CH2:12])[CH:10]=1)[NH:7][CH:6]=[CH:5]2 |f:1.2|. Procedure: 2-((5-Methyl-1-tosyl-7-vinyl-1H-indol-4-yl)methyl)-1H-benzo[d]imidazole-5-carbonitrile (23 mg, 0.049 mmol) was dissolved in EtOH (1 mL) and KOH (27.7 mg, 0.493 mmol) and isoamylamine (0.11 mL, 0.986 mmol) were added and the mixture was stirred at 100° C. in the microwave for 30 minutes. The mixture was then stirred at 100° C. in the microwave for another 15 minutes. The reaction was purified directly by flash chromatography (0-100% EtOAc in heptanes) to provide the title compound. MS (ESI+) m/z ... Starting materials: [OH-].[K+] (KOH), C(CC(C)C)N (isoamylamine), CC=1C(=C2C=CN(C2=C(C1)C=C)S(=O)(=O)C1=CC=C(C)C=C1)CC1=NC2=C(N1)C=CC(=C2)C#N (2-((5-Methyl-1-tosyl-7-vinyl-1H-indol-4-yl)methyl)-1H-benzo[d]imidazole-5-carbonitrile). Yields the product CC=1C(=C2C=CNC2=C(C1)C=C)CC1=NC2=C(N1)C=CC(=C2)C#N (2-((5-Methyl-7-vinyl-1H-indol-4-yl)methyl)-1H-benzo[d]imidazole-5-carbonitrile). Starting materials: Cl, N#C[Cu]C#N, O=N[O-], Nc1ccc2nc[nH]c(=O)c2c1, [Na+], N#C[Na], O. Yields the product N#Cc1ccc2nc[nH]c(=O)c2c1. Reaction SMILES: [ClH:25].[Cu:17]([C:18]#[N:19])[C:20]#[N:21].[N:13]([O-:14])=[O:15].[NH2:1][c:2]1[cH:3][c:4]2[c:5](=[O:12])[nH:6][cH:7][n:8][c:9]2[cH:10][cH:11]1.[Na+:16].[Na:22][C:23]#[N:24].[OH2:26]>>[c:2]1([C:18]#[N:19])[cH:3][c:4]2[c:5](=[O:12])[nH:6][cH:7][n:8][c:9]2[cH:10][cH:11]1. Starting materials: BrC=1C=C(C=CC1)O (3-bromophenol), CS(=O)(=O)OCC1CCOCC1 ((tetrahydro-2H-pyran-4-yl)methyl methanesulfonate), C1(=CC=CC=C1)O (phenol), O[C@H](CCNC(OC(C)(C)C)=O)C1=CC(=CC=C1)O ((R)-tert-butyl 3-hydroxy-3-(3-hydroxyphenyl)propylcarbamate). The product is BrC=1C=C(OCC2CCOCC2)C=CC1 (4-((3-bromophenoxy)methyl)tetrahydro-2H-pyran). As a reaction SMILES: [Br:1][C:2]1[CH:3]=[C:4]([OH:8])[CH:5]=[CH:6][CH:7]=1.CS(O[CH2:14][CH:15]1[CH2:20][CH2:19][O:18][CH2:17][CH2:16]1)(=O)=O.C1(O)C=CC=CC=1.O[C@@H](C1C=CC=C(O)C=1)CCNC(=O)OC(C)(C)C>>[Br:1][C:2]1[CH:3]=[C:4]([CH:5]=[CH:6][CH:7]=1)[O:8][CH2:14][CH:15]1[CH2:20][CH2:19][O:18][CH2:17][CH2:16]1. Procedure: Alkylation of 3-bromophenol with (tetrahydro-2H-pyran-4-yl)methyl methanesulfonate following the method used in preparation of phenol (7, Intermediate I) gave 4-((3-bromophenoxy)methyl)tetrahydro-2H-pyran as a white solid which was used in the next step without additional purification. Yield (quant.). The reactants are ClCC(C)N1C=C(C(C2=CC(=C(C(=C12)F)F)F)=O)C(=O)OCC (ethyl 1-(1-chloroprop-2-yl)-6,7,8-trifluoro-1,4-dihydro-4-oxoquinoline-3-carboxylate), NC1CNCC1 (3-aminopyrrolidine). Run in C(C)#N (acetonitrile). The product is NC1CN(CC1)C1=C(C=C2C(C(=CN(C2=C1F)C(CCl)C)C(=O)OCC)=O)F (Ethyl 7-(3-amino-1-pyrrolidinyl)-1-(1-chloroprop-2-yl)-6,8-difluoro-1,4-dihydro-4-oxoquinoline-3-carboxylate). Isolated yield 83.1%. As a reaction SMILES: [Cl:1][CH2:2][CH:3]([N:5]1[C:14]2[C:9](=[CH:10][C:11]([F:17])=[C:12](F)[C:13]=2[F:15])[C:8](=[O:18])[C:7]([C:19]([O:21][CH2:22][CH3:23])=[O:20])=[CH:6]1)[CH3:4].[NH2:24][CH:25]1[CH2:29][CH2:28][NH:27][CH2:26]1>C(#N)C>[NH2:24][CH:25]1[CH2:29][CH2:28][N:27]([C:12]2[C:13]([F:15])=[C:14]3[C:9]([C:8](=[O:18])[C:7]([C:19]([O:21][CH2:22][CH3:23])=[O:20])=[CH:6][N:5]3[CH:3]([CH3:4])[CH2:2][Cl:1])=[CH:10][C:11]=2[F:17])[CH2:26]1. Procedure details: 174 mg (0.5 mmol) of ethyl 1-(1-chloroprop-2-yl)-6,7,8-trifluoro-1,4-dihydro-4-oxoquinoline-3-carboxylate was dissolved into 20 ml of acetonitrile. To this was added 215 mg (2.5 mmol) of 3-aminopyrrolidine and the mixture was reacted with heating under refluxing for 7 hours. The reaction mixture was concentrated under reduced pressure and the residue was purified by silica gel column chromatography (chloroform:methanol=100:1-20:1) to obtain 172 mg of light yellow crystals of ethyl 7-(3-amino-1-p... Reactants: CC1(OC(=CC1=O)\C=C\C1=CSC=C1)C1=CC=CC=C1 ((E)-2-methyl-2-phenyl-5-[2-(3-thienyl)ethenyl]-3(2H)-furanone), SC(CO)CS (2,3-dimercapto-1-propanol). Product: OCC(CSC(CC1=CC(C(O1)(C1=CC=CC=C1)C)=O)C1=CSC=C1)S (5-[2-[(3-hydroxy-2-mercaptopropyl)thio]-2-(3-thienyl)ethyl]-2-methyl-2-phenylfuran-3(2H)-one). Reaction SMILES: [CH3:1][C:2]1([C:15]2[CH:20]=[CH:19][CH:18]=[CH:17][CH:16]=2)[C:6](=[O:7])[CH:5]=[C:4](/[CH:8]=[CH:9]/[C:10]2[CH:14]=[CH:13][S:12][CH:11]=2)[O:3]1.[SH:21][CH:22]([CH2:25][SH:26])[CH2:23][OH:24]>>[OH:24][CH2:23][CH:22]([SH:21])[CH2:25][S:26][CH:9]([C:10]1[CH:14]=[CH:13][S:12][CH:11]=1)[CH2:8][C:4]1[O:3][C:2]([CH3:1])([C:15]2[CH:20]=[CH:19][CH:18]=[CH:17][CH:16]=2)[C:6](=[O:7])[CH:5]=1. Reported procedure: According to the procedure of Method A, Example 1, (E)-2-methyl-2-phenyl-5-[2-(3-thienyl)ethenyl]-3(2H)-furanone was reacted with 2,3-dimercapto-1-propanol to provide 5-[2-[(3-hydroxy-2-mercaptopropyl)thio]-2-(3-thienyl)ethyl]-2-methyl-2-phenylfuran-3(2H)-one: 1H NMR (CDCl3) δ1.65 (m, 1H) and overlapping 1.65 and 1.68 (singlets, 3H), 1.92 (br s with fine structure, 1H), 2.65-2.80 (m, 2H), 2.89 (br s with fine structure, 1H), 3.10-3.28 (m, 2H), 4.43-4.60 (m, 1H), 5.38, 5.40 and 5.41 (singlets, 1H... As a reaction SMILES: [C:1](=[O:2])([O-:3])[O-:4].[CH3:53][CH:54]1[O:55][CH:56]([CH3:72])[CH2:57][N:58]([c:60]2[cH:61][cH:62][c:63]([N:66]3[CH2:67][CH2:68][NH:69][CH2:70][CH2:71]3)[cH:64][cH:65]2)[CH2:59]1.[CH3:73][O:74][C:75](=[O:76])[c:77]1[cH:78][cH:79][c:80](-[c:83]2[cH:84][cH:85][c:86]([O:89][S:90]([C:91]([F:92])([F:93])[F:94])(=[O:95])=[O:96])[cH:87][cH:88]2)[cH:81][cH:82]1.[Cs+:5].[Cs+:6].[O-:104][C:105]([CH3:106])=[O:107].[O-:108][C:109]([CH3:110])=[O:111].[O:97]1[CH2:98][CH2:99][O:100][CH2:101][CH2:102]1.[OH2:112].[Pd+2:103].[c:7]1([P:8]([c:9]2[cH:10][cH:11][cH:12][cH:13][cH:14]2)[c:15]2[cH:16][cH:17][c:18]3[c:19]([cH:20][cH:21][cH:22][cH:23]3)[c:24]2-[c:25]2[c:26]3[c:27]([cH:28][cH:29][cH:30][cH:31]3)[cH:32][cH:33][c:34]2[P:35]([c:36]2[cH:37][cH:38][cH:39][cH:40][cH:41]2)[c:42]2[cH:43][cH:44][cH:45][cH:46][cH:47]2)[cH:48][cH:49][cH:50][cH:51][cH:52]1>>[CH3:53][CH:54]1[O:55][CH:56]([CH3:72])[CH2:57][N:58]([c:60]2[cH:61][cH:62][c:63]([N:66]3[CH2:67][CH2:68][N:69]([c:86]4[cH:85][cH:84][c:83](-[c:80]5[cH:79][cH:78][c:77]([C:75]([O:74][CH3:73])=[O:76])[cH:82][cH:81]5)[cH:88][cH:87]4)[CH2:70][CH2:71]3)[cH:64][cH:65]2)[CH2:59]1. The product is COC(=O)c1ccc(-c2ccc(N3CCN(c4ccc(N5CC(C)OC(C)C5)cc4)CC3)cc2)cc1. Reactants: O=C([O-])[O-], CC1CN(c2ccc(N3CCNCC3)cc2)CC(C)O1, COC(=O)c1ccc(-c2ccc(OS(=O)(=O)C(F)(F)F)cc2)cc1, [Cs+], [Cs+], CC(=O)[O-], CC(=O)[O-], C1COCCO1, O, [Pd+2], c1ccc(P(c2ccccc2)c2ccc3ccccc3c2-c2c(P(c3ccccc3)c3ccccc3)ccc3ccccc23)cc1. Reactants: O=C([O-])[O-], [Cl-], Brc1cccc(I)c1, [K+], [K+], CN(C)C=O, Sc1ccc2ccccc2c1. Yields the product Brc1cccc(Sc2ccc3ccccc3c2)c1. As a reaction SMILES: [C:20](=[O:21])([O-:22])[O-:23].[Cl-:26].[I:12][c:13]1[cH:14][c:15]([Br:19])[cH:16][cH:17][cH:18]1.[K+:24].[K+:25].[O:27]=[CH:28][N:29]([CH3:30])[CH3:31].[cH:1]1[c:2]([SH:11])[cH:3][cH:4][c:5]2[cH:6][cH:7][cH:8][cH:9][c:10]12>>[cH:1]1[c:2]([S:11][c:13]2[cH:14][c:15]([Br:19])[cH:16][cH:17][cH:18]2)[cH:3][cH:4][c:5]2[cH:6][cH:7][cH:8][cH:9][c:10]12.